This data is from the Open Reaction Database (ORD), a public repository of structured organic reaction records. The task is: describe an organic reaction: reactants, conditions, products, and yield The reactants are COC(N(C)C)OC (Dimethylformamide dimethyl acetal), CC=1N=C(N2C(NN=CC21)=O)C2=CC=CC=C2 (8-methyl-6-phenylimidazo[1,5-d]-as-triazin-4(3H)-one). Run in C1=CC=CC=C1 (benzene). Product: CN1N=CC=2N(C1=O)C(=NC2C)C2=CC=CC=C2 (3,8-Dimethyl-6-phenylimidazo[1,5-d]-as-triazin-4(3H)-one). Yield: 100.0%. As a reaction SMILES: [CH3:1]OC(OC)N(C)C.[CH3:9][C:10]1[N:11]=[C:12]([C:20]2[CH:25]=[CH:24][CH:23]=[CH:22][CH:21]=2)[N:13]2[C:18]=1[CH:17]=[N:16][NH:15][C:14]2=[O:19]>C1C=CC=CC=1>[CH3:1][N:15]1[C:14](=[O:19])[N:13]2[C:12]([C:20]3[CH:21]=[CH:22][CH:23]=[CH:24][CH:25]=3)=[N:11][C:10]([CH3:9])=[C:18]2[CH:17]=[N:16]1. Procedure details: Dimethylformamide dimethyl acetal (0.73 ml; α=0.897, 0.005 mole) is added slowly to a slurry of 8-methyl-6-phenylimidazo[1,5-d]-as-triazin-4(3H)-one (1.13 g, 0.005 mole in benzene (25 ml). The reaction mixture is stirred, refluxed for 24 hours, cooled and filtered. The filtrate is evaporated to yield 1.4 g (100%) product. Recrystallization from methyl cyclohexane yields yellow crystals, found to be identical (ir:nmr) to the product obtained by Method A. Starting materials: ClCCCl, Cc1cnc(C2(N)CC2)o1, CCN(C(C)C)C(C)C, ClCCl, Cl, CNC(=O)c1c(-c2ccc(F)cc2)oc2ccc(-c3cc(C(=O)O)c(OC)cc3C)cc12, On1nnc2ccccc21. The product is CNC(=O)c1c(-c2ccc(F)cc2)oc2ccc(-c3cc(C(=O)NC4(c5ncc(C)o5)CC4)c(OC)cc3C)cc12. As a reaction SMILES: [CH2:53]([Cl:54])[CH2:55][Cl:56].[CH3:33][c:34]1[cH:35][n:36][c:37]([C:39]2([NH2:42])[CH2:40][CH2:41]2)[o:38]1.[CH:58]([N:59]([CH:60]([CH3:61])[CH3:62])[CH2:63][CH3:64])([CH3:65])[CH3:66].[Cl:67][CH2:68][Cl:69].[ClH:57].[F:1][c:2]1[cH:3][cH:4][c:5](-[c:8]2[o:9][c:10]3[c:11]([c:12]2[C:13]([NH:14][CH3:15])=[O:16])[cH:17][c:18](-[c:21]2[c:22]([CH3:32])[cH:23][c:24]([O:30][CH3:31])[c:25]([C:26](=[O:27])[OH:28])[cH:29]2)[cH:19][cH:20]3)[cH:6][cH:7]1.[OH:43][n:44]1[c:45]2[c:46]([cH:47][cH:48][cH:49][cH:50]2)[n:51][n:52]1>>[F:1][c:2]1[cH:3][cH:4][c:5](-[c:8]2[o:9][c:10]3[c:11]([c:12]2[C:13]([NH:14][CH3:15])=[O:16])[cH:17][c:18](-[c:21]2[c:22]([CH3:32])[cH:23][c:24]([O:30][CH3:31])[c:25]([C:26](=[O:27])[NH:42][C:39]4([c:37]5[n:36][cH:35][c:34]([CH3:33])[o:38]5)[CH2:40][CH2:41]4)[cH:29]2)[cH:19][cH:20]3)[cH:6][cH:7]1. Starting materials: IC1=CC(=C(OCCN2CCCC2)C=C1)OC(F)(F)F (1-[2-(4-iodo-2-trifluoromethoxy-phenoxy)-ethyl]-pyrrolidine), ClC1=CC=C(C=C1)C=1C=CC(=NC1)C#C (5-(4-chloro-phenyl)-2-ethynyl-pyridine). The product is ClC1=CC=C(C=C1)C=1C=CC(=NC1)C#CC1=CC(=C(C=C1)OCCN1CCCC1)OC(F)(F)F (5-(4-chloro-phenyl)-2-[4-(2-pyrrolidin-1-yl-ethoxy)-3-trifluoromethoxy-phenylethynyl]-pyridine). As a reaction SMILES: I[C:2]1[CH:15]=[CH:14][C:5]([O:6][CH2:7][CH2:8][N:9]2[CH2:13][CH2:12][CH2:11][CH2:10]2)=[C:4]([O:16][C:17]([F:20])([F:19])[F:18])[CH:3]=1.[Cl:21][C:22]1[CH:27]=[CH:26][C:25]([C:28]2[CH:29]=[CH:30][C:31]([C:34]#[CH:35])=[N:32][CH:33]=2)=[CH:24][CH:23]=1>>[Cl:21][C:22]1[CH:23]=[CH:24][C:25]([C:28]2[CH:29]=[CH:30][C:31]([C:34]#[C:35][C:2]3[CH:15]=[CH:14][C:5]([O:6][CH2:7][CH2:8][N:9]4[CH2:13][CH2:12][CH2:11][CH2:10]4)=[C:4]([O:16][C:17]([F:20])([F:19])[F:18])[CH:3]=3)=[N:32][CH:33]=2)=[CH:26][CH:27]=1. Procedure details: Prepared according to general working method I from 1-[2-(4-iodo-2-trifluoromethoxy-phenoxy)-ethyl]-pyrrolidine (250 mg, 0.62 mmol) and 5-(4-chloro-phenyl)-2-ethynyl-pyridine (140 mg, 0.65 mmol). Reactants: COc1ccc(-c2cc3c(s2)C(=O)N(c2ccc(OS(=O)(=O)c4ccc(C)cc4)c(OC)c2)CC3)cc1, CCO, Cl, [K+], [OH-], O. Product: COc1ccc(-c2cc3c(s2)C(=O)N(c2ccc(O)c(OC)c2)CC3)cc1. RXN SMILES: [CH3:1][O:2][c:3]1[c:4]([O:27][S:28]([c:29]2[cH:30][cH:31][c:32]([CH3:33])[cH:34][cH:35]2)(=[O:36])=[O:37])[cH:5][cH:6][c:7]([N:9]2[C:10](=[O:26])[c:11]3[c:12]([cH:15][c:16](-[c:18]4[cH:19][cH:20][c:21]([O:24][CH3:25])[cH:22][cH:23]4)[s:17]3)[CH2:13][CH2:14]2)[cH:8]1.[CH3:40][CH2:41][OH:42].[ClH:43].[K+:39].[OH-:38].[OH2:44]>>[CH3:1][O:2][c:3]1[c:4]([OH:27])[cH:5][cH:6][c:7]([N:9]2[C:10](=[O:26])[c:11]3[c:12]([cH:15][c:16](-[c:18]4[cH:19][cH:20][c:21]([O:24][CH3:25])[cH:22][cH:23]4)[s:17]3)[CH2:13][CH2:14]2)[cH:8]1.